Dataset: the Open Reaction Database (ORD), a public repository of structured organic reaction records. Task: describe an organic reaction: reactants, conditions, products, and yield The reactants are C(C1=CC=CC=C1)(=O)NN (benzoic acid hydrazide), C(C1=CC=CC=C1)N=C=S (benzyl isothiocyanate), ClC1=CC=C(CBr)C=C1 (4-chlorobenzyl bromide). Product: C(C1=CC=CC=C1)N1C(=NN=C1C1=CC=CC=C1)SCC1=CC=C(C=C1)Cl (4-benzyl-3-(4-chloro-benzylsulfanyl)-5-phenyl-4H-1,2,4-triazole). As a reaction SMILES: [C:1]([NH:9][NH2:10])(=O)[C:2]1[CH:7]=[CH:6][CH:5]=[CH:4][CH:3]=1.[CH2:11]([N:18]=[C:19]=[S:20])[C:12]1[CH:17]=[CH:16][CH:15]=[CH:14][CH:13]=1.[Cl:21][C:22]1[CH:29]=[CH:28][C:25]([CH2:26]Br)=[CH:24][CH:23]=1>>[CH2:11]([N:18]1[C:1]([C:2]2[CH:7]=[CH:6][CH:5]=[CH:4][CH:3]=2)=[N:9][N:10]=[C:19]1[S:20][CH2:26][C:25]1[CH:28]=[CH:29][C:22]([Cl:21])=[CH:23][CH:24]=1)[C:12]1[CH:17]=[CH:16][CH:15]=[CH:14][CH:13]=1. Procedure: This compound was synthesized using the same methodology as described in Example 1 above, using benzoic acid hydrazide, benzyl isothiocyanate and 4-chlorobenzyl bromide as the starting materials. Starting materials: CN1CCNCCC1 (1-methylhomopiperazine), N(=O)[O-].[Na+] (sodium nitrite), [OH-].[K+] (KOH). Solvent: O (water), Cl (hydrochloric acid). RXN SMILES: [CH3:1][N:2]1[CH2:8][CH2:7][CH2:6][NH:5][CH2:4][CH2:3]1.[N:9]([O-])=[O:10].[Na+].[OH-].[K+]>Cl.O>[CH3:1][N:2]1[CH2:8][CH2:7][CH2:6][N:5]([N:9]=[O:10])[CH2:4][CH2:3]1 |f:1.2,3.4|. The yield is 50.0%. Reaction conditions: temperature 70 celsius. The product is CN1CCN(CCC1)N=O (N-methyl-N'-nitrosohomopiperazine). Procedure details: 1-methylhomopiperazine (prepared as described by A. H. Sommers et al, in J. Amer. Chem. Soc. 76, 5805, 1954) (6.10 g, 0.0535 mole) was dissolved in concentrated hydrochloric acid (25 ml), cooled to 0°-5° C., stirred and treated dropwise with sodium nitrite (4.06 g) in water (10 ml). After addition the solution was allowed to come to room temperature, then heated for 1/2 hour at 70° C. The solution was cooled and basified with solid KOH and extracted with ether (3×100 ml). The dried (K2CO3) extra...